This data is from the Open Reaction Database (ORD), a public repository of structured organic reaction records. The task is: describe an organic reaction: reactants, conditions, products, and yield Starting materials: O1COC2=C1C=CC(=C2)C(CS[C@@H]2[C@H](N(C2=O)C2=CC=C(C=C2)F)C2=CC=C(OCC(=O)NCC(=O)O)C=C2)O (N-({4-[(2R,3R)-3-{[2-(1,3-benzodioxol-5-yl)-2-hydroxyethyl]thio}-1-(4-fluorophenyl)-4-oxoazetidin-2-yl]phenoxy}acetyl)glycine), CN1CCOCC1 (N-methylmorpholine), FC(C(=O)O)(F)F.CC([C@@H](N)C(=O)O)(C1=CC=CC=C1)C (β,β-dimethyl-D-phenylalanine trifluoroacetate), CN(C)C(=[N+](C)C)ON1C2=C(C=CC=C2)N=N1.[B-](F)(F)(F)F (TBTU). Run in CN(C)C=O (DMF). Run at temperature 30 celsius, time 1 hour. Yields the product O1COC2=C1C=CC(=C2)C(CS[C@@H]2[C@H](N(C2=O)C2=CC=C(C=C2)F)C2=CC=C(OCC(=O)NCC(=O)N[C@H](C(C1=CC=CC=C1)(C)C)C(=O)O)C=C2)O (N-({4-[(2R,3R)-3-{[2-(1,3-benzodioxol-5-yl)-2-hydroxyethyl]thio}-1-(4-fluorophenyl)-4-oxoazetidin-2-yl]phenoxy}acetyl)glycyl-b,b-dimethyl-D-phenylalanine). Reaction SMILES: [O:1]1[C:5]2[CH:6]=[CH:7][C:8]([CH:10]([OH:40])[CH2:11][S:12][C@H:13]3[C:16](=[O:17])[N:15]([C:18]4[CH:23]=[CH:22][C:21]([F:24])=[CH:20][CH:19]=4)[C@@H:14]3[C:25]3[CH:39]=[CH:38][C:28]([O:29]CC(NCC(O)=O)=O)=[CH:27][CH:26]=3)=[CH:9][C:4]=2[O:3][CH2:2]1.C[N:42]1[CH2:47][CH2:46][O:45][CH2:44][CH2:43]1.CN(C([O:55]N1N=NC2C=CC=CC1=2)=[N+](C)C)C.[B-](F)(F)(F)F.FC(F)(F)C(O)=O.[CH3:77][C:78]([CH3:90])([C:84]1[CH:89]=[CH:88][CH:87]=[CH:86][CH:85]=1)[C@H:79]([C:81]([OH:83])=[O:82])[NH2:80]>CN(C=O)C>[O:1]1[C:5]2[CH:6]=[CH:7][C:8]([CH:10]([OH:40])[CH2:11][S:12][C@H:13]3[C:16](=[O:17])[N:15]([C:18]4[CH:19]=[CH:20][C:21]([F:24])=[CH:22][CH:23]=4)[C@@H:14]3[C:25]3[CH:39]=[CH:38][C:28]([O:29][CH2:44][C:43]([NH:42][CH2:47][C:46]([NH:80][C@@H:79]([C:81]([OH:83])=[O:82])[C:78]([CH3:90])([CH3:77])[C:84]4[CH:89]=[CH:88][CH:87]=[CH:86][CH:85]=4)=[O:45])=[O:55])=[CH:27][CH:26]=3)=[CH:9][C:4]=2[O:3][CH2:2]1 |f:2.3,4.5|. Reported procedure: To a stirred solution of N-({4-[(2R,3R)-3-{[2-(1,3-benzodioxol-5-yl)-2-hydroxyethyl]thio}-1-(4-fluorophenyl)-4-oxoazetidin-2-yl]phenoxy}acetyl)glycine (15.6 mg, 0.027 mmol) in DMF (2 ml) was added N-methylmorpholine (15 μl, 0.091 mmol). TBTU (12.2 mg, 0.038 mmol) was added and the reaction mixture was stirred at 30° C. for 1 hour. β,β-dimethyl-D-phenylalanine trifluoroacetate (10.2 mg, 0.033 mmol) was added and the mixture was stirred at ambient temperature overnight. The solution was purified w...